This data is from the Open Reaction Database (ORD), a public repository of structured organic reaction records. The task is: describe an organic reaction: reactants, conditions, products, and yield The reactants are COC(=O)C(C)CCOc1ccc(Cc2c(-c3ccc(OCCN4CCCC4)cc3)sc3ccccc23)cc1, CC(C)=O, CO, Cl, [Na+], [OH-]. Product: CC(CCOc1ccc(Cc2c(-c3ccc(OCCN4CCCC4)cc3)sc3ccccc23)cc1)C(=O)O. Reaction SMILES: [CH3:2][CH:3]([CH2:4][CH2:5][O:6][c:7]1[cH:8][cH:9][c:10]([CH2:11][c:12]2[c:13]3[c:14]([s:15][c:16]2-[c:17]2[cH:18][cH:19][c:20]([O:23][CH2:24][CH2:25][N:26]4[CH2:27][CH2:28][CH2:29][CH2:30]4)[cH:21][cH:22]2)[cH:31][cH:32][cH:33][cH:34]3)[cH:35][cH:36]1)[C:37](=[O:38])[O:39][CH3:40].[CH3:43][C:44](=[O:45])[CH3:46].[CH3:47][OH:48].[ClH:1].[Na+:42].[OH-:41]>>[CH3:2][CH:3]([CH2:4][CH2:5][O:6][c:7]1[cH:8][cH:9][c:10]([CH2:11][c:12]2[c:13]3[c:14]([s:15][c:16]2-[c:17]2[cH:18][cH:19][c:20]([O:23][CH2:24][CH2:25][N:26]4[CH2:27][CH2:28][CH2:29][CH2:30]4)[cH:21][cH:22]2)[cH:31][cH:32][cH:33][cH:34]3)[cH:35][cH:36]1)[C:37](=[O:38])[OH:39]. Starting materials: CO, COc1ccccc1CN(C(=O)CN=[N+]=[N-])c1ccccc1Oc1ccccc1, O=[Pt]. Yields the product COc1ccccc1CN(C(=O)CN)c1ccccc1Oc1ccccc1. RXN SMILES: [CH3:30][OH:31].[N:1](=[N+:2]=[N-:3])[CH2:4][C:5](=[O:6])[N:7]([c:8]1[c:9]([O:14][c:15]2[cH:16][cH:17][cH:18][cH:19][cH:20]2)[cH:10][cH:11][cH:12][cH:13]1)[CH2:21][c:22]1[c:23]([O:28][CH3:29])[cH:24][cH:25][cH:26][cH:27]1.[Pt:32]=[O:33]>>[NH2:1][CH2:4][C:5](=[O:6])[N:7]([c:8]1[c:9]([O:14][c:15]2[cH:16][cH:17][cH:18][cH:19][cH:20]2)[cH:10][cH:11][cH:12][cH:13]1)[CH2:21][c:22]1[c:23]([O:28][CH3:29])[cH:24][cH:25][cH:26][cH:27]1.